From a dataset of the Open Reaction Database (ORD), a public repository of structured organic reaction records. describe an organic reaction: reactants, conditions, products, and yield Starting materials: C1(=CC=C(C=C1)S(=O)(=O)O)C (p-toluenesulfonic acid), C(C)(C)(C)OC(=O)C1(C(C=CC1=O)CC(=O)OC)CC#CCC (5-tert-butoxycarbonyl-4-methoxycarbonylmethyl-5-(2-pentynyl)-2-cyclopentenone), C([O-])(O)=O.[Na+] (sodium bicarbonate). Run in C1=CC=CC=C1 (benzene). Yields the product COC(=O)CC1C=CC(C1CC#CCC)=O (4-methoxycarbonylmethyl-5-(2-pentynyl)-2-cyclopentenone). RXN SMILES: C(OC([C:8]1([CH2:19][C:20]#[C:21][CH2:22][CH3:23])[C:12](=[O:13])[CH:11]=[CH:10][CH:9]1[CH2:14][C:15]([O:17][CH3:18])=[O:16])=O)(C)(C)C.C1(C)C=CC(S(O)(=O)=O)=CC=1.C(=O)(O)[O-].[Na+]>C1C=CC=CC=1>[CH3:18][O:17][C:15]([CH2:14][CH:9]1[CH:8]([CH2:19][C:20]#[C:21][CH2:22][CH3:23])[C:12](=[O:13])[CH:11]=[CH:10]1)=[O:16] |f:2.3|. Reported procedure: A 800 mg quantity of 5-tert-butoxycarbonyl-4-methoxycarbonylmethyl-5-(2-pentynyl)-2-cyclopentenone is dissolved in 50 ml of benzene, and 30 mg of p-toluenesulfonic acid is added to the solution. The mixture is refluxed for 30 minutes. The resulting reaction mixture is neutralized with sodium bicarbonate, and the solvent removed. The residue is purified by a silica gel column and distilled in a vacuum, giving 4-methoxycarbonylmethyl-5-(2-pentynyl)-2-cyclopentenone (compound (3), R2 =CH3) in a yie... Starting materials: CON(C(=O)C1=CN=C(S1)C1=CC=CC=C1)C (2-phenyl-thiazole-5-carboxylic acid methoxy-methyl-amide), C(C)[Mg]Br (ethyl magnesium bromide). Solvent: O1CCCC1 (tetrahydrofuran), O1CCCC1 (tetrahydrofuran). Reaction conditions: time 1 hour. The product is C1(=CC=CC=C1)C=1SC(=CN1)C(CC)=O (1-(2-Phenyl-thiazol-5-yl)-propan-1-one). Yield: 92.0%. RXN SMILES: CON(C)[C:4]([C:6]1[S:10][C:9]([C:11]2[CH:16]=[CH:15][CH:14]=[CH:13][CH:12]=2)=[N:8][CH:7]=1)=[O:5].[CH2:18]([Mg]Br)[CH3:19]>O1CCCC1>[C:11]1([C:9]2[S:10][C:6]([C:4](=[O:5])[CH2:18][CH3:19])=[CH:7][N:8]=2)[CH:16]=[CH:15][CH:14]=[CH:13][CH:12]=1. Reported procedure: To a solution of 0.32 g (1.3 mmol) of the above-prepared 2-phenyl-thiazole-5-carboxylic acid methoxy-methyl-amide in tetrahydrofuran at room temperature was added 0.34 g (2.6 mmol) of 1M ethyl magnesium bromide in tetrahydrofuran. The reaction mixture was allowed to stir for one hour. The reaction was quenched with aqueous ammonium chloride and partitioned with ethyl acetate. The organic phase was washed once with aqueous ammonium chloride, once with water, once with brine and dried over sodium ... Reactants: C(C)(C)N (isopropylamine), C(C)OC(=O)C=1C(=NSC1NC(=O)OC1=CC=CC=C1)C (4-ethoxycarbonyl-3-methyl-5-phenoxycarbonylaminoisothiazole). Solvent: C(C)O (ethanol). Yields the product C(C)OC(=O)C=1C(=NSC1NC(=O)NC(C)C)C (1-(4-ethoxycarbonyl-3-methylisothiazol-5-yl)-3-isopropylurea). As a reaction SMILES: [CH:1]([NH2:4])([CH3:3])[CH3:2].[CH2:5]([O:7][C:8]([C:10]1[C:11]([CH3:25])=[N:12][S:13][C:14]=1[NH:15][C:16]([O:18]C1C=CC=CC=1)=O)=[O:9])[CH3:6]>C(O)C>[CH2:5]([O:7][C:8]([C:10]1[C:11]([CH3:25])=[N:12][S:13][C:14]=1[NH:15][C:16]([NH:4][CH:1]([CH3:3])[CH3:2])=[O:18])=[O:9])[CH3:6]. Procedure: A solution of isopropylamine in ethanol (33% w/v; 30 ml.) was added, cautiously with swirling, to 4-ethoxycarbonyl-3-methyl-5-phenoxycarbonylaminoisothiazole (prepared according to the method of Goerdeler and Horn, Chemische Berichte, 1963, 96, 1551; 30 g.). When the initial exothermic reaction had subsided the mixture was heated at reflux for 10 minutes, cooled and filtered. The solid was washed with water, and dried to give 1-(4-ethoxycarbonyl-3-methylisothiazol-5-yl)-3-isopropylurea (20.8 g.)...